The task is: describe an organic reaction: reactants, conditions, products, and yield. This data is from the Open Reaction Database (ORD), a public repository of structured organic reaction records. The reactants are CS(=O)(=O)c1ccc2c(c1)OC(CBr)OC2, CN, CCO. The product is CNCC1OCc2ccc(S(C)(=O)=O)cc2O1. Reaction SMILES: [Br:1][CH2:2][CH:3]1[O:4][CH2:5][c:6]2[c:7]([cH:9][c:10]([S:13](=[O:14])(=[O:15])[CH3:16])[cH:11][cH:12]2)[O:8]1.[CH3:17][NH2:18].[CH3:19][CH2:20][OH:21]>>[CH2:2]([CH:3]1[O:4][CH2:5][c:6]2[c:7]([cH:9][c:10]([S:13](=[O:14])(=[O:15])[CH3:16])[cH:11][cH:12]2)[O:8]1)[NH:18][CH3:17]. Reactants: C(C1=CC=CC=C1)(=O)OCC (ethyl benzoate), O (water), C(C)(C)NC(C)C (diisopropylamine), N1=CC(=CC(=C1)C)C (3,5-lutidine). The solvent is O1CCCC1 (tetrahydrofuran), O1CCCC1 (tetrahydrofuran). Conditions: temperature -5 celsius. Product: CC=1C=C(C=NC1)CC(=O)C1=CC=CC=C1 (2-(5-methyl-3-pyridyl)-1-phenylethanone). Yield: 72.5%. Reaction SMILES: C(NC(C)C)(C)C.[N:8]1[CH:13]=[C:12]([CH3:14])[CH:11]=[C:10]([CH3:15])[CH:9]=1.[C:16](OCC)(=[O:23])[C:17]1[CH:22]=[CH:21][CH:20]=[CH:19][CH:18]=1.O>O1CCCC1>[CH3:14][C:12]1[CH:11]=[C:10]([CH2:15][C:16]([C:17]2[CH:22]=[CH:21][CH:20]=[CH:19][CH:18]=2)=[O:23])[CH:9]=[N:8][CH:13]=1. Procedure details: A solution of diisopropylamine (20.2 mL) in anhydrous tetrahydrofuran (180 mL) was cooled to −78° C., and a 1.6 M n-butyllithium-hexane solution (90 mL) was added dropwise with stirring. After completion of dropwise addition, the mixture was stirred for 10 min at the same temperature, and then 3,5-lutidine (14 g) was added dropwise. The temperature was raised to −10-0° C., and after stirring for 20 min, a solution of ethyl benzoate (9.8 g) in anhydrous tetrahydrofuran (20 mL) was added dropwise.... Starting materials: C(C)(C)(C)OC(=O)[C@]([C@@H](C1=CC=CC=C1)N[C@H]1C(NCC2=C(C1)C=CC=C2)=O)(O)C2=CC=CC=C2 (4(R)-[[t-butoxycarbonyl][(1R,2S)-1,2-diphenyl-2-hydroxyethyl]]amino-2,3,4,5-tetrahydro-1H-2-benzazepin-3-one), FC(C(=O)O)(F)F (trifluoroacetic acid). Solvent: C(Cl)Cl (methylene chloride). Run at time 3 hour. Yields the product C1(=CC=CC=C1)[C@H]([C@@H](O)C1=CC=CC=C1)N[C@H]1C(NCC2=C(C1)C=CC=C2)=O (4(R)-[[(1R,2S)-1,2-diphenyl-2-hydroxyethyl]]amino-2,3,4,5-tetrahydro-1H-2-benzazepin-3-one). Yield: 99.0%. RXN SMILES: C(OC([C@@:8]([C:30]1[CH:35]=[CH:34][CH:33]=[CH:32][CH:31]=1)([OH:29])[C@H:9]([NH:16][C@@H:17]1[CH2:23][C:22]2[CH:24]=[CH:25][CH:26]=[CH:27][C:21]=2[CH2:20][NH:19][C:18]1=[O:28])[C:10]1[CH:15]=[CH:14][CH:13]=[CH:12][CH:11]=1)=O)(C)(C)C.FC(F)(F)C(O)=O>C(Cl)Cl>[C:10]1([C@@H:9]([NH:16][C@@H:17]2[CH2:23][C:22]3[CH:24]=[CH:25][CH:26]=[CH:27][C:21]=3[CH2:20][NH:19][C:18]2=[O:28])[C@H:8]([C:30]2[CH:35]=[CH:34][CH:33]=[CH:32][CH:31]=2)[OH:29])[CH:15]=[CH:14][CH:13]=[CH:12][CH:11]=1. Reported procedure: A solution of 478 mg (1.01 mmol) of 4(R)-[[t-butoxycarbonyl][(1R,2S)-1,2-diphenyl-2-hydroxyethyl]]amino-2,3,4,5-tetrahydro-1H-2-benzazepin-3-one (Example 1, Step B) in 5 mL of methylene chloride at room temperature was treated with 0.5 mL of trifluoroacetic acid. The mixture was stired at room temperature for 3 hours then all volatiles removed under vacuum. The residue was dissolved in 5 mL of water and the solution made basic (pH 10-11) by the addition of solid sodium carbonate. The mixture was... The reactants are CS(=O)(=O)C1=CC=C(C=C1)N1C(C=C(C=C1)O[C@H]1CC[C@H](CC1)C(=O)OCC)=O (cis-ethyl 4-(1-(4-(methylsulfonyl)phenyl)-2-oxo-1,2-dihydropyridin-4-yloxy)cyclohexanecarboxylate), CS(=O)(=O)C1=CC=C(C=C1)N1C(C=C(C=C1)O[C@@H]1CC[C@H](CC1)C(=O)OCC)=O (trans-ethyl 4-(1-(4-(methylsulfonyl)phenyl)-2-oxo-1,2-dihydropyridin-4-yloxy)cyclohexanecarboxylate). Yields the product CS(=O)(=O)C1=CC=C(C=C1)N1C(C=C(C=C1)O[C@H]1CC[C@H](CC1)C(=O)OC(C)C)=O (cis-isopropyl 4-(1-(4-(methylsulfonyl)phenyl)-2-oxo-1,2-dihydropyridin-4-yloxy)cyclohexanecarboxylate). As a reaction SMILES: [CH3:1][S:2]([C:5]1[CH:10]=[CH:9][C:8]([N:11]2[CH:16]=[CH:15][C:14]([O:17][C@@H:18]3[CH2:23][CH2:22][C@H:21]([C:24]([O:26][CH2:27][CH3:28])=[O:25])[CH2:20][CH2:19]3)=[CH:13][C:12]2=[O:29])=[CH:7][CH:6]=1)(=[O:4])=[O:3].[CH3:30]S(C1C=CC(N2C=CC(O[C@H]3CC[C@H](C(OCC)=O)CC3)=CC2=O)=CC=1)(=O)=O>>[CH3:1][S:2]([C:5]1[CH:10]=[CH:9][C:8]([N:11]2[CH:16]=[CH:15][C:14]([O:17][C@@H:18]3[CH2:19][CH2:20][C@H:21]([C:24]([O:26][CH:27]([CH3:30])[CH3:28])=[O:25])[CH2:22][CH2:23]3)=[CH:13][C:12]2=[O:29])=[CH:7][CH:6]=1)(=[O:4])=[O:3]. Procedure details: Example 65 was prepared according to procedures described in Example 66 substituting cis-ethyl 4-(1-(4-(methylsulfonyl)phenyl)-2-oxo-1,2-dihydropyridin-4-yloxy)cyclohexanecarboxylate for trans-ethyl 4-(1-(4-(methylsulfonyl)phenyl)-2-oxo-1,2-dihydropyridin-4-yloxy)cyclohexanecarboxylate. 1H NMR (400 MHz, CDCl3) δ 8.03 (d, J=8.5 Hz, 2 H), 7.59 (d, J=8.5 Hz, 2 H), 7.20 (d, J=7.5 Hz, 1H), 6.05 (d, J=7.5 Hz, 1 H), 5.96 (s, 1H), 5.00 (sept, J=6.2 Hz, 1 H), 4.44-4.48 (m, 1H), 3.08 (s, 3 H), 2.36-2.41 (... Procedure details: was synthesized from 600b via methods used to prepare 661 from 600b, excluding steps used to make 604d from 603d, using instead the method to prepare 688a from 678a to afford 854 mg of 692a, 1H NMR (CD3OD) δ2.45(d, 1H), 2.6(m, 1H), 2.7(m, 1H), 3.0(m, 1H), 3.5-3.7(m, 4H), 4.0(q, 2H), 4.45(m,3H), 4.55(m, 4H), 5.35(s, 1H), 5.6(d, 1H), 7.2-7.5(m, 9H), 7.85(s, 2H). Product: O=C1[C@H](CN(C2=C(N1CC(=O)N[C@@H]1C(OC(C1)=O)OCC1=CC=CC=C1)C=CC=C2)C(CO)=O)NC(C2=CC(=C(C(=C2)Cl)O)Cl)=O ((3S)-2-Oxo-3-(3,5-dichloro4-hydroxybenzoyl)amino-5-hydroxyacetyl-N-[(2RS,3S)-benzyloxy-5-oxo-tetrahydrofuran-3-yl]-2,3,4,5-tetrahydro-1H-1,5-benzodiazepine-1-acetamide). The reactants are C(C1=CC=CC=C1)OC(CN1C([C@H](CNC2=C1C=CC=C2)NC(=O)OC(C)(C)C)=O)=O ((3S)-2-Oxo-3-tert-butoxycarbonylamino-2,3,4,5-tetrahydro-1H-1,5-benzodiazepine-1-acetic acid benzyl ester), O=C1C(CN(C2=C(N1CC(=O)O)C=CC=C2)C(C)=O)NC(C2=CC=CC=C2)=O (2-Oxo-3-benzoylamino-5-acetyl-2,3,4,5-tetrahydro-1H-1,5-benzodiazepine-1-acetic acid), O=C1[C@H](CN(C2=C(N1CC(=O)N[C@@H]1C(OC(C1)=O)OCC1=CC=CC=C1)C=CC=C2)C(COC)=O)NC(C2=CC(=C(C(=C2)Cl)O)Cl)=O ((3S)-2-Oxo-3-(3,5-dichloro-4-hydroxybenzoyl)amino-5-methoxyacetyl-N-[(2RS,3S)-benzyloxy-5-oxo-tetrahydrofuran-3-yl]-2,3,4,5-tetrahydro-1H-1,5-benzodiazepine-1-acetamide), 678a, C(C1=CC=CC=C1)OC(CN1C([C@H](CNC2=C1C=CC=C2)NC(=O)OC(C)(C)C)=O)=O ((3S)-2-Oxo-3-tert-butoxycarbonylamino-2,3,4,5-tetrahydro-1H-1,5-benzodiazepine-1-acetic acid benzyl ester), 604d. Reaction SMILES: C(OC(=O)CN1C2C=CC=CC=2NC[C@H](NC(OC(C)(C)C)=O)C1=O)C1C=CC=CC=1.O=C1N(CC(O)=O)C2C=CC=CC=2N(C(=O)C)CC1NC(=O)C1C=CC=CC=1.[O:60]=[C:61]1[N:67]([CH2:68][C:69]([NH:71][C@H:72]2[CH2:76][C:75](=[O:77])[O:74][CH:73]2[O:78][CH2:79][C:80]2[CH:85]=[CH:84][CH:83]=[CH:82][CH:81]=2)=[O:70])[C:66]2[CH:86]=[CH:87][CH:88]=[CH:89][C:65]=2[N:64]([C:90](=[O:94])[CH2:91][O:92]C)[CH2:63][C@@H:62]1[NH:95][C:96](=[O:106])[C:97]1[CH:102]=[C:101]([Cl:103])[C:100]([OH:104])=[C:99]([Cl:105])[CH:98]=1>>[O:60]=[C:61]1[N:67]([CH2:68][C:69]([NH:71][C@H:72]2[CH2:76][C:75](=[O:77])[O:74][CH:73]2[O:78][CH2:79][C:80]2[CH:81]=[CH:82][CH:83]=[CH:84][CH:85]=2)=[O:70])[C:66]2[CH:86]=[CH:87][CH:88]=[CH:89][C:65]=2[N:64]([C:90](=[O:94])[CH2:91][OH:92])[CH2:63][C@@H:62]1[NH:95][C:96](=[O:106])[C:97]1[CH:98]=[C:99]([Cl:105])[C:100]([OH:104])=[C:101]([Cl:103])[CH:102]=1. The reactants are COC=1C=CC(=CC1)P2(=S)SP(=S)(S2)C=3C=CC(=CC3)OC (Lawesson's Reagent), FC(C=1C=C(C=CC1)NC1=C(C(=O)N)C=CC=C1)(F)F (2-[(3-trifluoromethylphenyl)amino]-benzamide). Solvent: O1CCCC1 (tetrahydrofuran). Reaction conditions: time 1 hour. Yields the product FC(C=1C=C(C=CC1)NC1=C(C=CC=C1)C(N)=S)(F)F (2-[(3-Trifluoromethylphenyl)amino]-benzene thioamide). Isolated yield 90.2%. Reaction SMILES: COC1C=CC(P2(SP(C3C=CC(OC)=CC=3)(=S)S2)=[S:10])=CC=1.[F:23][C:24]([F:42])([F:41])[C:25]1[CH:26]=[C:27]([NH:31][C:32]2[CH:40]=[CH:39][CH:38]=[CH:37][C:33]=2[C:34]([NH2:36])=O)[CH:28]=[CH:29][CH:30]=1>O1CCCC1>[F:23][C:24]([F:42])([F:41])[C:25]1[CH:26]=[C:27]([NH:31][C:32]2[CH:40]=[CH:39][CH:38]=[CH:37][C:33]=2[C:34](=[S:10])[NH2:36])[CH:28]=[CH:29][CH:30]=1. Reported procedure: Lawesson's Reagent (4.55 g, 11.26 mmoles) is added to a colorless solution of 2-[(3-trifluoromethylphenyl)amino]-benzamide (5.22 g, 18.64 mmoles) in 100 ml of tetrahydrofuran at room temperature. The resulting mixture is stirred under nitrogen for one hour, and then heated at reflux for 2.5 hours. The solution is concentrated in vacuo, and purified by flash chromatography with a gradient of 5:1 to 3:1 hexane/ethyl acetate as eluant, to provide 3.01 g (55%) of a bright yellow solid 2-[(3-trifluor...